This data is from the Open Reaction Database (ORD), a public repository of structured organic reaction records. The task is: describe an organic reaction: reactants, conditions, products, and yield Reactants: O=C(NCCc1ccc(Br)cc1)c1cc2ccccc2cc1O, O=C([O-])[O-], COCCOC, [Na+], [Na+], OB(O)c1ccccc1, c1ccc(P(c2ccccc2)(c2ccccc2)[Pd](P(c2ccccc2)(c2ccccc2)c2ccccc2)(P(c2ccccc2)(c2ccccc2)c2ccccc2)P(c2ccccc2)(c2ccccc2)c2ccccc2)cc1. Product: O=C(NCCc1ccc(-c2ccccc2)cc1)c1cc2ccccc2cc1O. As a reaction SMILES: [Br:1][c:2]1[cH:3][cH:4][c:5]([CH2:8][CH2:9][NH:10][C:11](=[O:12])[c:13]2[cH:14][c:15]3[cH:16][cH:17][cH:18][cH:19][c:20]3[cH:21][c:22]2[OH:23])[cH:6][cH:7]1.[C:33](=[O:34])([O-:35])[O-:36].[CH3:39][O:40][CH2:41][CH2:42][O:43][CH3:44].[Na+:37].[Na+:38].[OH:24][B:25]([OH:26])[c:27]1[cH:28][cH:29][cH:30][cH:31][cH:32]1.[cH:45]1[cH:46][cH:47][c:48]([P:49]([Pd:50]([P:51]([c:52]2[cH:53][cH:54][cH:55][cH:56][cH:57]2)([c:58]2[cH:59][cH:60][cH:61][cH:62][cH:63]2)[c:64]2[cH:65][cH:66][cH:67][cH:68][cH:69]2)([P:70]([c:71]2[cH:72][cH:73][cH:74][cH:75][cH:76]2)([c:77]2[cH:78][cH:79][cH:80][cH:81][cH:82]2)[c:83]2[cH:84][cH:85][cH:86][cH:87][cH:88]2)[P:89]([c:90]2[cH:91][cH:92][cH:93][cH:94][cH:95]2)([c:96]2[cH:97][cH:98][cH:99][cH:100][cH:101]2)[c:102]2[cH:103][cH:104][cH:105][cH:106][cH:107]2)([c:108]2[cH:109][cH:110][cH:111][cH:112][cH:113]2)[c:114]2[cH:115][cH:116][cH:117][cH:118][cH:119]2)[cH:120][cH:121]1>>[c:2]1(-[c:27]2[cH:28][cH:29][cH:30][cH:31][cH:32]2)[cH:3][cH:4][c:5]([CH2:8][CH2:9][NH:10][C:11](=[O:12])[c:13]2[cH:14][c:15]3[cH:16][cH:17][cH:18][cH:19][c:20]3[cH:21][c:22]2[OH:23])[cH:6][cH:7]1. Reactants: CC=1C=CC(=C(C1Cl)NC=2C=CC=CC2C(=O)O)Cl (meclofenamic acid), CN(C=O)C (dimethylformamide), [OH-].[NH4+] (ammonium hydroxide), C(C(=O)Cl)(=O)Cl (Oxalyl chloride). Solvent: C(Cl)Cl (methylene chloride), O1CCCC1 (tetrahydrofuran). Reaction conditions: temperature 0 celsius, time 1 hour. The product is ClC1=C(C(=CC=C1C)Cl)NC1=C(C(=O)N)C=CC=C1 (2-[(2,6-Dichloro-3-methylphenyl)amino]-benzamide). Reaction SMILES: C(Cl)(=O)C(Cl)=O.[CH3:7][C:8]1[CH:9]=[CH:10][C:11]([Cl:25])=[C:12]([NH:15][C:16]2[CH:17]=[CH:18][CH:19]=[CH:20][C:21]=2[C:22](O)=[O:23])[C:13]=1[Cl:14].C[N:27](C)C=O.[OH-].[NH4+]>C(Cl)Cl.O1CCCC1>[Cl:14][C:13]1[C:8]([CH3:7])=[CH:9][CH:10]=[C:11]([Cl:25])[C:12]=1[NH:15][C:16]1[CH:17]=[CH:18][CH:19]=[CH:20][C:21]=1[C:22]([NH2:27])=[O:23] |f:3.4|. Reported procedure: Oxalyl chloride (1.90 g, 14.8 mmol) is added dropwise to a 0° C. suspension of meclofenamic acid (2.00 g, 6.7 mmol) and dimethylformamide (530 μl, 6.7 mmol) in 100 ml of methylene chloride. The clear yellow solution is stirred at 0° C. for one hour and then added by cannula to 3.6 ml of ammonium hydroxide (29% aqueous solution) in tetrahydrofuran at room temperature. After one hour the volatiles are removed and the residue partioned between ethyl acetate and water. The organic layer is washed wi... Starting materials: ClC=1C=C2C=C(NC2=CC1)C1=CC=CC=C1 (5-chloro-2-phenylindole), [H-].[Na+] (sodium hydride), [Cl-].[NH4+] (ammonium chloride), ClCC1=CC=CC(=N1)C(=O)OC (Methyl 6-(chloromethyl)pyridine-2-carboxylate). Run in CN(C=O)C (N,N-dimethylformamide), C(C)(=O)OCC (ethyl acetate), O (Water). Run at time 15 minute. The product is ClC=1C=C2C=C(N(C2=CC1)CC1=CC=CC(=N1)C(=O)OC)C1=CC=CC=C1 (Methyl 6-(5-chloro-2-phenylindol-1-ylmethyl)pyridine-2-carboxylate). Isolated yield 43.9%. Reaction SMILES: [Cl:1][C:2]1[CH:3]=[C:4]2[C:8](=[CH:9][CH:10]=1)[NH:7][C:6]([C:11]1[CH:16]=[CH:15][CH:14]=[CH:13][CH:12]=1)=[CH:5]2.[H-].[Na+].Cl[CH2:20][C:21]1[N:26]=[C:25]([C:27]([O:29][CH3:30])=[O:28])[CH:24]=[CH:23][CH:22]=1.[Cl-].[NH4+]>CN(C)C=O.C(OCC)(=O)C.O>[Cl:1][C:2]1[CH:3]=[C:4]2[C:8](=[CH:9][CH:10]=1)[N:7]([CH2:20][C:21]1[N:26]=[C:25]([C:27]([O:29][CH3:30])=[O:28])[CH:24]=[CH:23][CH:22]=1)[C:6]([C:11]1[CH:16]=[CH:15][CH:14]=[CH:13][CH:12]=1)=[CH:5]2 |f:1.2,4.5|. Procedure details: To a solution of 5-chloro-2-phenylindole (154 mg) in N,N-dimethylformamide (1.5 mL) was added sodium hydride (dispersed in liquid paraffin, minimum 55%, 31 mg) at room temperature, and the mixture was stirred for 15 minutes. Methyl 6-(chloromethyl)pyridine-2-carboxylate (126 mg) was added and this resulting mixture was stirred at 50 to 60° C. for additional 18 hours. Water, ethyl acetate and a saturated aqueous ammonium chloride solution were added to the reaction mixture. The organic layer was ... The reactants are [BH4-].[Na+] (NaBH4), CN(C)C=O (DMF), BrC=1C(=NC(=NC1)SC)C(=O)O (5-bromo-2-(methylthio)pyrimidine-4-carboxylic acid), C(C(=O)Cl)(=O)Cl (oxalyl chloride). Run in C1CCOC1 (THF), CC#N (MeCN), C(Cl)Cl (CH2Cl2). Reaction conditions: temperature 0 celsius, time 1 hour. The product is BrC=1C(=NC(=NC1)SC)CO ([5-bromo-2-(methylthio)pyrimidin-4-yl]methanol). RXN SMILES: CN(C=O)C.C(Cl)(=O)C(Cl)=O.[Br:12][C:13]1[C:14]([C:21](O)=[O:22])=[N:15][C:16]([S:19][CH3:20])=[N:17][CH:18]=1.[BH4-].[Na+]>C1COCC1.CC#N.C(Cl)Cl>[Br:12][C:13]1[C:14]([CH2:21][OH:22])=[N:15][C:16]([S:19][CH3:20])=[N:17][CH:18]=1 |f:3.4|. Reported procedure: A mixture of DMF (1.554 mL, 20.07 mmol) and CH2Cl2 (49.9 mL) was cooled at 0° C. To this cold mixture was added oxalyl chloride (5.01 mL, 57.2 mmol). The resulting mixture was stirred cold (0° C.) for an additional 1 h. Volatiles were removed under reduced pressure to give a pale white solid, which was suspended in a mixture of THF (49.9 mL) and MeCN (49.9 mL). The resulting mixture was cooled in an ice bath. To this cold mixture was added 5-bromo-2-(methylthio)pyrimidine-4-carboxylic acid (5 g,... Starting materials: Cl.[C@H]12CN(C[C@H](CC1)N2)C[C@H](O)C=2C(=C1COC(C1=CC2)=O)C (5-((R)-2-((1R,5S)-3,8-diazabicyclo[3.2.1]octan-3-yl)-1-hydroxyethyl)-4-methylisobenzofuran-1(3H)-one hydrochloride), Cl.[C@H]12CN(C[C@H](CC1)N2)C[C@H](O)C=2C(=C1COC(C1=CC2)=O)C (5-((R)-2-((1R,5S)-3,8-diazabicyclo[3.2.1]octan-3-yl)-1-hydroxyethyl)-4-methylisobenzofuran-1(3H)-one hydrochloride), N1(N=NN=C1)C1=CC=C(C=C1)S(=O)(=O)Cl (4-(1H-tetrazol-1-yl)benzene-1-sulfonyl chloride). Yields the product O[C@@H](CN1[C@@H]2CN([C@H](C1)C2)S(=O)(=O)C2=CC=C(C=C2)N2N=NN=C2)C=2C(=C1COC(C1=CC2)=O)C (5-((R)-1-Hydroxy-2-((1S,4S)-5-(4-(1H-tetrazol-1-yl)phenylsulfonyl)-2,5-diazabicyclo[2.2.1]heptan-2-yl)ethyl)-4-methylisobenzofuran-1 (3H)-one). Reaction SMILES: Cl.[C@@H:2]12[NH:9][C@@H:6](C[CH2:8]1)[CH2:5][N:4]([CH2:10][C@@H:11]([C:13]1[C:14]([CH3:23])=[C:15]3[C:19](=[CH:20][CH:21]=1)[C:18](=[O:22])[O:17][CH2:16]3)[OH:12])[CH2:3]2.[N:24]1([C:29]2[CH:34]=[CH:33][C:32]([S:35](Cl)(=[O:37])=[O:36])=[CH:31][CH:30]=2)[CH:28]=[N:27][N:26]=[N:25]1>>[OH:12][C@H:11]([C:13]1[C:14]([CH3:23])=[C:15]2[C:19](=[CH:20][CH:21]=1)[C:18](=[O:22])[O:17][CH2:16]2)[CH2:10][N:4]1[CH2:3][C@@H:2]2[CH2:8][C@H:5]1[CH2:6][N:9]2[S:35]([C:32]1[CH:33]=[CH:34][C:29]([N:24]2[CH:28]=[N:27][N:26]=[N:25]2)=[CH:30][CH:31]=1)(=[O:37])=[O:36] |f:0.1|. Procedure: 5-((R)-1-Hydroxy-2-((1S,4S)-5-(4-(1H-tetrazol-1-yl)phenylsulfonyl)-2,5-diazabicyclo[2.2.1]heptan-2-yl)ethyl)-4-methylisobenzofuran-1 (3H)-one was prepared in a similar fashion to that described for the synthesis of EXAMPLE 14 starting from 5-((R)-2-((1R,5S)-3,8-diazabicyclo[3.2.1]octan-3-yl)-1-hydroxyethyl)-4-methylisobenzofuran-1(3H)-one hydrochloride (INTERMEDIATE 15) and commercially available 4-(1H-tetrazol-1-yl)benzene-1-sulfonyl chloride. Starting materials: C1(=CC=CC=C1)C1=CC=C(C(=O)O)C=C1 (4-phenylbenzoic acid), NCC=1C=C(C=CC1OC)CC(C(=O)OCC)OC(C)C (ethyl 3-[3-(aminomethyl)-4-methoxyphenyl]-2-isopropoxypropanoate). Product: C(C)(C)OC(C(=O)O)CC1=CC(=C(C=C1)OC)CNC(C1=CC=C(C=C1)C1=CC=CC=C1)=O (2-isopropoxy-3-(4-methoxy-3-[(4-phenylbenzoyl)amino]methylphenyl)propanoic acid). As a reaction SMILES: [C:1]1([C:7]2[CH:15]=[CH:14][C:10]([C:11]([OH:13])=O)=[CH:9][CH:8]=2)[CH:6]=[CH:5][CH:4]=[CH:3][CH:2]=1.[NH2:16][CH2:17][C:18]1[CH:19]=[C:20]([CH2:26][CH:27]([O:33][CH:34]([CH3:36])[CH3:35])[C:28]([O:30]CC)=[O:29])[CH:21]=[CH:22][C:23]=1[O:24][CH3:25]>>[CH:34]([O:33][CH:27]([CH2:26][C:20]1[CH:21]=[CH:22][C:23]([O:24][CH3:25])=[C:18]([CH2:17][NH:16][C:11](=[O:13])[C:10]2[CH:9]=[CH:8][C:7]([C:1]3[CH:2]=[CH:3][CH:4]=[CH:5][CH:6]=3)=[CH:15][CH:14]=2)[CH:19]=1)[C:28]([OH:30])=[O:29])([CH3:36])[CH3:35]. Procedure: Using 4-phenylbenzoic acid and ethyl 3-[3-(aminomethyl)-4-methoxyphenyl]-2-isopropoxypropanoate, 2-isopropoxy-3-(4-methoxy-3-[(4-phenylbenzoyl)amino]methylphenyl)propanoic acid was obtained in the same method as in Example 19d) and then in Example 19e). Reactants: CCOC(=O)c1ccc(CBr)c([N+](=O)[O-])c1, C[N+]1([O-])CCOCC1, CC#N. Yields the product CCOC(=O)c1ccc(C=O)c([N+](=O)[O-])c1. As a reaction SMILES: [Br:1][CH2:2][c:3]1[c:4]([N+:14](=[O:15])[O-:16])[cH:5][c:6]([C:7](=[O:8])[O:9][CH2:10][CH3:11])[cH:12][cH:13]1.[CH3:17][N+:18]1([O-:19])[CH2:20][CH2:22][O:21][CH2:23][CH2:24]1.[CH3:25][C:26]#[N:27]>>[CH:2]([c:3]1[c:4]([N+:14](=[O:15])[O-:16])[cH:5][c:6]([C:7](=[O:8])[O:9][CH2:10][CH3:11])[cH:12][cH:13]1)=[O:21]. Starting materials: C(CCCCCCCCCCCCCCC)(=O)OC(CC(=O)N[C@@H](C(C)C)C(=O)N[C@@H](CCCCNC(=O)OCC1=CC=CC=C1)C(=O)O)CCCCCCCCCCCCCCC (Nα -[N-(3-hexadecanoyloxyoctadecanoyl)-L-valyl]-Nε -benzyloxycarbonyl-L-lysine), Br (hydrogen bromide). Run in C(C)(=O)O (acetic acid), C(C)(=O)O (acetic acid). Conditions: time 2 hour. The product is C(CCCCCCCCCCCCCCC)(=O)OC(CC(=O)N[C@@H](C(C)C)C(=O)N[C@@H](CCCCN)C(=O)O)CCCCCCCCCCCCCCC (N-[N-(3-hexadecanoyloxyoctadecanoyl)-L-valyl]-L-lysine). RXN SMILES: [C:1]([O:18][CH:19]([CH2:50][CH2:51][CH2:52][CH2:53][CH2:54][CH2:55][CH2:56][CH2:57][CH2:58][CH2:59][CH2:60][CH2:61][CH2:62][CH2:63][CH3:64])[CH2:20][C:21]([NH:23][C@H:24]([C:28]([NH:30][C@H:31]([C:47]([OH:49])=[O:48])[CH2:32][CH2:33][CH2:34][CH2:35][NH:36]C(OCC1C=CC=CC=1)=O)=[O:29])[CH:25]([CH3:27])[CH3:26])=[O:22])(=[O:17])[CH2:2][CH2:3][CH2:4][CH2:5][CH2:6][CH2:7][CH2:8][CH2:9][CH2:10][CH2:11][CH2:12][CH2:13][CH2:14][CH2:15][CH3:16].Br>C(O)(=O)C>[C:1]([O:18][CH:19]([CH2:50][CH2:51][CH2:52][CH2:53][CH2:54][CH2:55][CH2:56][CH2:57][CH2:58][CH2:59][CH2:60][CH2:61][CH2:62][CH2:63][CH3:64])[CH2:20][C:21]([NH:23][C@H:24]([C:28]([NH:30][C@H:31]([C:47]([OH:49])=[O:48])[CH2:32][CH2:33][CH2:34][CH2:35][NH2:36])=[O:29])[CH:25]([CH3:27])[CH3:26])=[O:22])(=[O:17])[CH2:2][CH2:3][CH2:4][CH2:5][CH2:6][CH2:7][CH2:8][CH2:9][CH2:10][CH2:11][CH2:12][CH2:13][CH2:14][CH2:15][CH3:16]. Procedure details: To Nα -[N-(3-hexadecanoyloxyoctadecanoyl)-L-valyl]-Nε -benzyloxycarbonyl-L-lysine (650 mg) in acetic acid (5 ml) was added 30% hydrogen bromide solution in acetic acid (4 ml), and the mixture was stirred at room temperature for 2 hours. Excess solvent was removed off by evaporation under reduced pressure. The residue was taken up in benzene, and the solvent was distilled off. This operation was repeated twice to give powder of N-[N-(3-hexadecanoyloxyoctadecanoyl)-L-valyl]-L-lysine.hydrogen bromi...